This data is from the Open Reaction Database (ORD), a public repository of structured organic reaction records. The task is: describe an organic reaction: reactants, conditions, products, and yield Reactants: solid, BrC1=CC(=CC=2C(=C3N(C12)CCCNC3=O)C)C#N (7-bromo-11-methyl-1-oxo-2,3,4,5-tetrahydro-[1,4]diazepino[1,2-a]indole-9-carbonitrile), BrC1=CC(=CC=2C(=C3N(C12)CCCNC3=O)C)C#N (7-bromo-11-methyl-1-oxo-2,3,4,5-tetrahydro-[1,4]diazepino[1,2-a]indole-9-carbonitrile), FC=1C=C(C=C(C1F)F)B(O)O (3,4,5-trifluoro-phenylboronic acid). Yields the product CC1=C2N(C=3C(=CC(=CC13)C#N)C1=CC(=C(C(=C1)F)F)F)CCCNC2=O (11-Methyl-1-oxo-7-(3,4,5-trifluorophenyl)-2,3,4,5-tetrahydro-[1,4]diazepino[1,2-a]indole-9-carbonitrile). RXN SMILES: Br[C:2]1[C:10]2[N:9]3[CH2:11][CH2:12][CH2:13][NH:14][C:15](=[O:16])[C:8]3=[C:7]([CH3:17])[C:6]=2[CH:5]=[C:4]([C:18]#[N:19])[CH:3]=1.[F:20][C:21]1[CH:22]=[C:23](B(O)O)[CH:24]=[C:25]([F:28])[C:26]=1[F:27]>>[CH3:17][C:7]1[C:6]2[CH:5]=[C:4]([C:18]#[N:19])[CH:3]=[C:2]([C:23]3[CH:22]=[C:21]([F:20])[C:26]([F:27])=[C:25]([F:28])[CH:24]=3)[C:10]=2[N:9]2[CH2:11][CH2:12][CH2:13][NH:14][C:15](=[O:16])[C:8]=12. Reported procedure: The title compound, off-white solid (37 mg, 40%), MS (ISP) m/z=370.4 [(M+H)+], mp 306° C., was prepared in accordance with the general method of example 1 from 7-bromo-11-methyl-1-oxo-2,3,4,5-tetrahydro-[1,4]diazepino[1,2-a]indole-9-carbonitrile (intermediate 17) (79.5 mg, 0.25 mmol) and commercially available 3,4,5-trifluoro-phenylboronic acid (57.2 mg, 0.325 mmol). Starting materials: COC1=C(C(=C(C=C1)OC)C)C (1,4-dimethoxy-2,3-dimethylbenzene), COC(Cl)Cl (dichloromethyl methyl ether), ice. Reagents/catalysts: [Ti](Cl)(Cl)(Cl)Cl (titanium tetrachloride). Run in ClCCl (dichloromethane). Reaction conditions: time 30 minute. Yields the product COC1=C(C=O)C=C(C(=C1C)C)OC (2,5-Dimethoxy-3,4-dimethylbenzaldehyde). Yield: 91.8%. As a reaction SMILES: [CH3:1][O:2][C:3]1[CH:8]=[CH:7][C:6]([O:9][CH3:10])=[C:5]([CH3:11])[C:4]=1[CH3:12].[CH3:13][O:14]C(Cl)Cl>ClCCl.[Ti](Cl)(Cl)(Cl)Cl>[CH3:10][O:9][C:6]1[C:5]([CH3:11])=[C:4]([CH3:12])[C:3]([O:2][CH3:1])=[CH:8][C:7]=1[CH:13]=[O:14]. Procedure: To a solution of 1,4-dimethoxy-2,3-dimethylbenzene (100 g, 0.60 mol) and dichloromethyl methyl ether (65 mL, 0.72 mol) in dichloromethane (400 mL) was added dropwise titanium tetrachloride (IV)(100 mL, 0.91 mol) over 30 minutes under ice-cooling, and the mixture was stirred at the same temperature for 30 minutes. The reaction mixture was poured into ice (1 kg), the organic layer was separated, and the aqueous layer was extracted twice with dichloromethane. The combined organic layers were washes...